Dataset: the Open Reaction Database (ORD), a public repository of structured organic reaction records. Task: describe an organic reaction: reactants, conditions, products, and yield The reactants are N1=CC=CC=C1 (Pyridine), COC([C@@H](NC(=O)OC(C)(C)C)CO)=O (N-(tert-butoxycarbonyl)-L-serine methyl ester), C(=O)(OCC1=CC=CC=C1)Cl (CBZ-Cl). Solvent: C(Cl)Cl (DCM), C(Cl)Cl (DCM). Conditions: time 8 hour. Product: C(C1=CC=CC=C1)OC(=O)OC[C@@H](C(=O)OC)NC(=O)OC(C)(C)C ((S)-methyl 3-(benzyloxycarbonyloxy)-2-(tert-butoxycarbonylamino)propanoate). The yield is 89.4%. As a reaction SMILES: [CH3:1][O:2][C:3](=[O:15])[C@H:4]([CH2:13][OH:14])[NH:5][C:6]([O:8][C:9]([CH3:12])([CH3:11])[CH3:10])=[O:7].N1C=CC=CC=1.[C:22](Cl)([O:24][CH2:25][C:26]1[CH:31]=[CH:30][CH:29]=[CH:28][CH:27]=1)=[O:23]>C(Cl)Cl>[CH2:25]([O:24][C:22]([O:14][CH2:13][C@H:4]([NH:5][C:6]([O:8][C:9]([CH3:12])([CH3:10])[CH3:11])=[O:7])[C:3]([O:2][CH3:1])=[O:15])=[O:23])[C:26]1[CH:31]=[CH:30][CH:29]=[CH:28][CH:27]=1. Procedure: A solution of N-(tert-butoxycarbonyl)-L-serine methyl ester (25.0 g, 114 mmol) in DCM (570 mL) was cooled to −50° C. Pyridine (23.0 mL, 285 mmol) was added. CBZ-Cl (18.9 mL, 125 mmol) was added dropwise over 1 hour. The reaction mixture was warmed to ambient temperature and stirred overnight. The reaction mixture was then diluted with DCM, washed with 10% citric acid and brine, dried and concentrated under reduced pressure. The residue was purified by flash chromatography on silica gel (5:1 hexa... Reactants: [BH4-], CC(C)(C)[Si](C)(C)OCC=O, CO, CCN(C(C)C)C(C)C, COC(OC)OC, ClCCl, Cl, NC1CCCN(c2c(Br)cnc3[nH]cc(NC(=O)c4ccc(F)c(Cl)c4)c23)C1, [Na+], [Na+], O=C([O-])O. Product: CC(C)(C)[Si](C)(C)OCCNC1CCCN(c2c(Br)cnc3[nH]cc(NC(=O)c4ccc(F)c(Cl)c4)c23)C1. Reaction SMILES: [BH4-:57].[C:1]([CH3:2])([CH3:3])([CH3:4])[Si:5]([O:6][CH2:7][CH:8]=[O:9])([CH3:10])[CH3:11].[CH3:64][OH:65].[CH:41]([N:42]([CH2:43][CH3:44])[CH:45]([CH3:46])[CH3:47])([CH3:48])[CH3:49].[CH:50]([O:51][CH3:52])([O:53][CH3:54])[O:55][CH3:56].[Cl:66][CH2:67][Cl:68].[ClH:12].[NH2:13][CH:14]1[CH2:15][N:16]([c:20]2[c:21]3[c:22]([n:23][cH:24][c:25]2[Br:26])[nH:27][cH:28][c:29]3[NH:30][C:31]([c:32]2[cH:33][c:34]([Cl:39])[c:35]([F:38])[cH:36][cH:37]2)=[O:40])[CH2:17][CH2:18][CH2:19]1.[Na+:58].[Na+:63].[O-:59][C:60]([OH:61])=[O:62]>>[C:1]([CH3:2])([CH3:3])([CH3:4])[Si:5]([O:6][CH2:7][CH2:8][NH:13][CH:14]1[CH2:15][N:16]([c:20]2[c:21]3[c:22]([n:23][cH:24][c:25]2[Br:26])[nH:27][cH:28][c:29]3[NH:30][C:31]([c:32]2[cH:33][c:34]([Cl:39])[c:35]([F:38])[cH:36][cH:37]2)=[O:40])[CH2:17][CH2:18][CH2:19]1)([CH3:10])[CH3:11]. The reactants are [Br-].O1C(OCCC1)CC[P+](C1=CC=CC=C1)(C1=CC=CC=C1)C1=CC=CC=C1 (2-(1,3-dioxane-2-yl)-ethyltriphenyl phosphonium bromide), FC1=C(C=CC(=C1F)OCC)C1CCC(CC1)=O (4-(2,3-difluoro-4-ethoxyphenyl)-cyclohexanone), CC(C)(C)[O-].[K+] (t-BuOK). The solvent is C1CCOC1 (THF), C1CCOC1 (THF). Run at temperature -30 celsius, time 1 hour. The product is FC1=C(C=CC(=C1F)OCC)C1CCC(CC1)=CCC1OCCCO1 (2-(2-(4-(2,3-difluoro-4-ethoxyphenyl)cyclohexylidene)-ethyl)-1,3-dioxane). Isolated yield 73.4%. Reaction SMILES: [Br-].[O:2]1[CH2:7][CH2:6][CH2:5][O:4][CH:3]1[CH2:8][CH2:9][P+](C1C=CC=CC=1)(C1C=CC=CC=1)C1C=CC=CC=1.CC([O-])(C)C.[K+].[F:35][C:36]1[C:41]([F:42])=[C:40]([O:43][CH2:44][CH3:45])[CH:39]=[CH:38][C:37]=1[CH:46]1[CH2:51][CH2:50][C:49](=O)[CH2:48][CH2:47]1>C1COCC1>[F:35][C:36]1[C:41]([F:42])=[C:40]([O:43][CH2:44][CH3:45])[CH:39]=[CH:38][C:37]=1[CH:46]1[CH2:51][CH2:50][C:49](=[CH:9][CH2:8][CH:3]2[O:2][CH2:7][CH2:6][CH2:5][O:4]2)[CH2:48][CH2:47]1 |f:0.1,2.3|. Procedure: A mixture of 2-(1,3-dioxane-2-yl)-ethyltriphenyl phosphonium bromide (60.4 mmol) and 30 ml of THF was cooled down to −30° C. by use of a refrigerant under a nitrogen flow. To this mixture, t-BuOK (60.4 mmol) was added, and the mixture was stirred for one hour. A solution of the crude 4-(2,3-difluoro-4-ethoxyphenyl)-cyclohexanone (50.3 mmol) dissolved in 100 ml of THF was added dropwise to this mixture while temperature was maintained at −30° C. or below. After completion of the addition, the rea... The reactants are C(C)OC(NC1CCCC2=CC=CC=C12)=O ((1,2,3,4-Tetrahydro-naphthalen-1-yl)-carbamic acid ethyl ester), [H-].[H-].[H-].[H-].[Li+].[Al+3] (LiAlH4), Na2SO4.10H2O, CCOCC (ether). Solvent: C1CCOC1 (THF). Conditions: temperature 75 celsius, time 2 hour. The product is CN[C@H]1CCCC2=CC=CC=C12 ((S)-methyl-(1,2,3,4-tetrahydro-naphthalen-1-yl)-amine). Reaction SMILES: C(O[C:4](=O)[NH:5][CH:6]1[C:15]2[C:10](=[CH:11][CH:12]=[CH:13][CH:14]=2)[CH2:9][CH2:8][CH2:7]1)C.[H-].[H-].[H-].[H-].[Li+].[Al+3].CCOCC>C1COCC1>[CH3:4][NH:5][C@@H:6]1[C:15]2[C:10](=[CH:11][CH:12]=[CH:13][CH:14]=2)[CH2:9][CH2:8][CH2:7]1 |f:1.2.3.4.5.6|. Reported procedure: (1,2,3,4-Tetrahydro-naphthalen-1-yl)-carbamic acid ethyl ester (5.0 g, 22.8 mmol) is added slowly under nitrogen to a suspension of LiAlH4 (2.6 g, 68 mmol) in THF (50 mL). The resulting mixture is heated at 75° C. with stirring for 2 hours. On cooling, Na2SO4.10H2O (15.0 g) and ether (100 mL) are added to the mixture. The resulting mixture is stirred at room temperature for 1 hour, filtered through celite, and concentrated in vacuo. 1 N HCl (20 mL) and ether (20 mL) are added to the residue. The... The reactants are CCCC[N+](CCCC)(CCCC)CCCC, Cc1ccccc1, CCOC(C)=O, OCCCCl, Fc1ccc(Nc2nccs2)cc1, [Na+], [OH-], O=S(=O)([O-])O. The product is OCCCN(c1ccc(F)cc1)c1nccs1. RXN SMILES: [CH2:24]([N+:25]([CH2:26][CH2:27][CH2:28][CH3:29])([CH2:30][CH2:31][CH2:32][CH3:33])[CH2:34][CH2:35][CH2:36][CH3:37])[CH2:38][CH2:39][CH3:40].[CH3:41][c:42]1[cH:43][cH:44][cH:45][cH:46][cH:47]1.[CH3:50][CH2:51][O:52][C:53]([CH3:54])=[O:55].[Cl:14][CH2:15][CH2:16][CH2:17][OH:18].[F:1][c:2]1[cH:3][cH:4][c:5]([NH:8][c:9]2[s:10][cH:11][cH:12][n:13]2)[cH:6][cH:7]1.[Na+:49].[OH-:48].[S:19]([O-:20])([OH:21])(=[O:22])=[O:23]>>[F:1][c:2]1[cH:3][cH:4][c:5]([N:8]([c:9]2[s:10][cH:11][cH:12][n:13]2)[CH2:15][CH2:16][CH2:17][OH:18])[cH:6][cH:7]1. The reactants are [BH4-], CO, N#Cc1c(O)c2c(-c3ccc(-c4ccccc4C=O)cc3)csc2[nH]c1=O, ClCCl, [Na+]. The product is N#Cc1c(O)c2c(-c3ccc(-c4ccccc4CO)cc3)csc2[nH]c1=O. As a reaction SMILES: [BH4-:28].[CH3:30][OH:31].[CH:1](=[O:2])[c:3]1[c:4](-[c:9]2[cH:10][cH:11][c:12](-[c:15]3[cH:16][s:17][c:18]4[nH:19][c:20](=[O:27])[c:21]([C:25]#[N:26])[c:22]([OH:24])[c:23]34)[cH:13][cH:14]2)[cH:5][cH:6][cH:7][cH:8]1.[Cl:32][CH2:33][Cl:34].[Na+:29]>>[CH2:1]([OH:2])[c:3]1[c:4](-[c:9]2[cH:10][cH:11][c:12](-[c:15]3[cH:16][s:17][c:18]4[nH:19][c:20](=[O:27])[c:21]([C:25]#[N:26])[c:22]([OH:24])[c:23]34)[cH:13][cH:14]2)[cH:5][cH:6][cH:7][cH:8]1.